From a dataset of the Open Reaction Database (ORD), a public repository of structured organic reaction records. describe an organic reaction: reactants, conditions, products, and yield Procedure details: To a solution of tert-butyl (2S)-2-(3-fluoro-4-methylbenzoyl)pyrrolidine-1-carboxylate (1.35 g, 4.38 mmol), which had been obtained in Example 1 (1a), in methanol (5 mL), sodium borohydride (0.20 g, 5.23 mmol) was added under ice cooling, and stirred at room temperature for 0.5 hours. Water (20 mL) was added to the reaction solution, which was then extracted with ethyl acetate (20 mL×3). After that, the organic layers were combined, washed with saturated brine, and dried over anhydrous sodium su... Yields the product FC=1C=C(C=CC1C)C([C@H]1N(CCC1)C(=O)OC(C)(C)C)O (Tert-butyl (2S)-2-[(3-fluoro-4-methylphenyl)(hydroxy)methyl]pyrrolidine-1-carboxylate). Yield: 96.0%. Reactants: FC=1C=C(C(=O)[C@H]2N(CCC2)C(=O)OC(C)(C)C)C=CC1C (tert-butyl (2S)-2-(3-fluoro-4-methylbenzoyl)pyrrolidine-1-carboxylate), O (Water), Example 1 ( 1a ), [BH4-].[Na+] (sodium borohydride). Reaction conditions: time 0.5 hour. Run in CO (methanol). Reaction SMILES: [F:1][C:2]1[CH:3]=[C:4]([CH:19]=[CH:20][C:21]=1[CH3:22])[C:5]([C@@H:7]1[CH2:11][CH2:10][CH2:9][N:8]1[C:12]([O:14][C:15]([CH3:18])([CH3:17])[CH3:16])=[O:13])=[O:6].[BH4-].[Na+].O>CO>[F:1][C:2]1[CH:3]=[C:4]([CH:5]([OH:6])[C@@H:7]2[CH2:11][CH2:10][CH2:9][N:8]2[C:12]([O:14][C:15]([CH3:17])([CH3:16])[CH3:18])=[O:13])[CH:19]=[CH:20][C:21]=1[CH3:22] |f:1.2|. The reactants are C(C(=O)Cl)(=O)Cl (Oxalyl chloride), N1=CC=CC=C1 (pyridine), COC(C1=CN=C(C=C1)NC(CSC1N(C(C(=C1C)C)=O)CC1=CC=C(C=C1)OC)=O)=O (6-{2-[1-(4-Methoxybenzyl)-3,4-dimethyl-5-oxo-2,5-dihydro-1H-pyrrol-2-ylsulfanyl]-acetylamino}-nicotinic acid methyl ester), CNC(=O)N (Methyl urea). Reagents/catalysts: CN(C)C=O (DMF). The solvent is ClC1=CC=CC=C1 (chlorobenzene). Run at time 1 hour. The product is COC1=CC=C(CN2C(C(=C(C2=O)C)C)SCC(=O)NC(=O)NC)C=C1 (1-{2-[1-(4-Methoxybenzyl)-3,4-dimethyl-5-oxo-2,5-dihydro-1H-pyrrol-2-ylsulfanyl]-acetyl}-3-methylurea). The yield is 55.0%. RXN SMILES: COC(=O)C1C=C[C:7]([NH:10][C:11](=[O:31])[CH2:12][S:13][CH:14]2[C:18]([CH3:19])=[C:17]([CH3:20])[C:16](=[O:21])[N:15]2[CH2:22][C:23]2[CH:28]=[CH:27][C:26]([O:29][CH3:30])=[CH:25][CH:24]=2)=[N:6][CH:5]=1.C(Cl)(=O)C(Cl)=[O:35].CNC(N)=O.N1C=CC=CC=1>ClC1C=CC=CC=1.CN(C=O)C>[CH3:30][O:29][C:26]1[CH:27]=[CH:28][C:23]([CH2:22][N:15]2[C:16](=[O:21])[C:17]([CH3:20])=[C:18]([CH3:19])[CH:14]2[S:13][CH2:12][C:11]([NH:10][C:7]([NH:6][CH3:5])=[O:35])=[O:31])=[CH:24][CH:25]=1. Procedure details: The product from Example 1, Part C (200 mg, 0.6 mmol) was dissolved in 3 mL chlorobenzene and 2 drops DMF, then cooled to 0° C. Oxalyl chloride (0.72 mL, 2 M in CH2Cl2) was added and the mixture was stirred for 1 h while the temperature rose to room temperature. Methyl urea (133 mg, 1.2 mmol) was added and the mixture was stirred at 70° C. for 10 min. pyridine (0.12 mL, 1.2 mmol) was added and the mixture was stirred at 70° C. for 0.5 h. The reaction solvent was evaporated and the product was pu... The reactants are [Na] (sodium), C(C)(=O)NC1=CC=C(C=C1)C1C(C2=CC=CC=C2C1=O)=O (2-(4-acetylaminophenyl)-indan-1,3-dione), C(C)OC(CCl)=O (chloroacetic acid ethyl ester), [I-].[Na+] (sodium iodide). Solvent: C(C)O (ethanol), O (water). Conditions: temperature 100 celsius. Yields the product C(C)OC(CC1(C(C2=CC=CC=C2C1=O)=O)C1=CC=C(C=C1)NC(C)=O)=O (2-(4-acetylaminophenyl)-1,3-dioxo-indan-2-yl-acetic acid ethyl ester). RXN SMILES: [Na].[C:2]([NH:5][C:6]1[CH:11]=[CH:10][C:9]([CH:12]2[C:20](=[O:21])[C:19]3[C:14](=[CH:15][CH:16]=[CH:17][CH:18]=3)[C:13]2=[O:22])=[CH:8][CH:7]=1)(=[O:4])[CH3:3].[I-].[Na+].[CH2:25]([O:27][C:28](=[O:31])[CH2:29]Cl)[CH3:26]>C(O)C.O>[CH2:25]([O:27][C:28](=[O:31])[CH2:29][C:12]1([C:9]2[CH:8]=[CH:7][C:6]([NH:5][C:2](=[O:4])[CH3:3])=[CH:11][CH:10]=2)[C:20](=[O:21])[C:19]2[C:14](=[CH:15][CH:16]=[CH:17][CH:18]=2)[C:13]1=[O:22])[CH3:26] |f:2.3,^1:0|. Reported procedure: A solution of sodium (0.412 g) in absolute ethanol ((200 mL) was treated with 2-(4-acetylaminophenyl)-indan-1,3-dione (5 g, Reference Example 14) then with sodium iodide (2.69 g) and chloroacetic acid ethyl ester (3.6 mL). The mixture was heated at 100° C. for 20 minutes then poured into water (500 mL) and then extracted with ethyl acetate (500 mL). The organic extract was dried over magnesium sulfate and then evaporated to give the title compound (5.25 g) as a pale coloured solid. The reactants are C(C1=CC=CC=C1)OC=1C=C(C=CC1OC)C(O)C1=CC(=C(C=C1)OC)OCC1=CC=CC=C1 (Bis-(3-benzyloxy-4-methoxyphenyl)methanol), N1N=CN=C1 (1,2,4-triazole), CC=1C=CC(=CC1)S(=O)(=O)O (p-TSA). Run in C1(=CC=CC=C1)C (toluene). Yields the product C(C1=CC=CC=C1)OC=1C=C(C=CC1OC)C(N1N=CN=C1)C1=CC(=C(C=C1)OC)OCC1=CC=CC=C1 (1-[Bis-(3-benzyloxy-4-methoxyphenyl)methyl]-1H-[1,2,4]triazole). Yield: 85.0%. RXN SMILES: [CH2:1]([O:8][C:9]1[CH:10]=[C:11]([CH:17]([C:19]2[CH:24]=[CH:23][C:22]([O:25][CH3:26])=[C:21]([O:27][CH2:28][C:29]3[CH:34]=[CH:33][CH:32]=[CH:31][CH:30]=3)[CH:20]=2)O)[CH:12]=[CH:13][C:14]=1[O:15][CH3:16])[C:2]1[CH:7]=[CH:6][CH:5]=[CH:4][CH:3]=1.[NH:35]1[CH:39]=[N:38][CH:37]=[N:36]1.CC1C=CC(S(O)(=O)=O)=CC=1>C1(C)C=CC=CC=1>[CH2:1]([O:8][C:9]1[CH:10]=[C:11]([CH:17]([C:19]2[CH:24]=[CH:23][C:22]([O:25][CH3:26])=[C:21]([O:27][CH2:28][C:29]3[CH:34]=[CH:33][CH:32]=[CH:31][CH:30]=3)[CH:20]=2)[N:35]2[CH:39]=[N:38][CH:37]=[N:36]2)[CH:12]=[CH:13][C:14]=1[O:15][CH3:16])[C:2]1[CH:7]=[CH:6][CH:5]=[CH:4][CH:3]=1. Procedure details: Bis-(3-benzyloxy-4-methoxyphenyl)methanol (1.60 g, 3.50 mmol), 1,2,4-triazole (0.48 g, 6.95 mmol) and p-TSA (160 mg) dissolved/suspended in toluene (230 mL) were heated at reflux with a Dean-Stark separator for 24 h. The reaction mixture was allowed to cool, and the solvent was removed in vacuo. The resulting residue was dissolved in EtOAc (100 mL) and the organic layer was washed with H2O (3×100 mL), dried (MgSO4) and the solvent was removed in vacuo. The crude product was purified using Flashm... Reactants: IC1=C(N=C(S1)NC(C)=O)C (N-(5-iodo-4-methyl-1,3-thiazol-2-yl)acetamide), CC=1N=C(SC1C=1SC(=CC1)S(=O)(=O)NCC#C)NC(C)=O (N-(4-methyl-5-{5-[(prop-2-yn-1-ylamino)sulfonyl]-2-thienyl}-1,3-thiazol-2-yl)acetamide), C(CCC)[Sn](C=1SC=CC1)(CCCC)CCCC (2-(Tributylstannyl)thiophene). Reagents/catalysts: C1=CC=C(C=C1)P([C-]2C=CC=C2)C3=CC=CC=C3.C1=CC=C(C=C1)P([C-]2C=CC=C2)C3=CC=CC=C3.Cl[Pd]Cl.[Fe+2] (Pd(dppf)Cl2). The solvent is CN(C)C=O (DMF). Reaction conditions: temperature 100 celsius. Yields the product CC=1N=C(SC1C=1SC=CC1)NC(C)=O (N-[4-methyl-5-(2-thienyl)-1,3-thiazol-2-yl]acetamide). As a reaction SMILES: IC1SC(NC(=O)C)=NC=1C.[CH3:12][C:13]1[N:14]=[C:15]([NH:30][C:31](=[O:33])[CH3:32])[S:16][C:17]=1[C:18]1[S:19][C:20](S(NCC#C)(=O)=O)=[CH:21][CH:22]=1.C([Sn](CCCC)(CCCC)C1SC=CC=1)CCC>CN(C=O)C.C1C=CC(P(C2C=CC=CC=2)[C-]2C=CC=C2)=CC=1.C1C=CC(P(C2C=CC=CC=2)[C-]2C=CC=C2)=CC=1.Cl[Pd]Cl.[Fe+2]>[CH3:12][C:13]1[N:14]=[C:15]([NH:30][C:31](=[O:33])[CH3:32])[S:16][C:17]=1[C:18]1[S:19][CH:20]=[CH:21][CH:22]=1 |f:4.5.6.7|. Procedure details: N-(5-iodo-4-methyl-1,3-thiazol-2-yl)acetamide, Intermediate 1 (2 g; 7.09 mmol; 1 eq.) and Pd(dppf)Cl2 (0.52 g; 0.71 mmol; 0.10 eq.) are dissolved in DMF (35 ml). 2-(Tributylstannyl)thiophene (2.68 ml; 8.44 mmol; 1.19 eq.) is added. The reaction mixture is flushed with argon and heated at 100° C. for 1 h30. Solvents are evaporated and the crude mixture is dissolved in EtOAc (100 ml), washed with water (3×100 ml). The aqueous phase are combined and extracted with EtOAc (2×50 ml). Combined organic ... The reactants are [Br-].C(C)OC(=O)C[N+]1=CC=C(C=C1)C1=NN2C(C=CC=C2)=N1 (2-(1-Ethoxycarbonylmethylpyridinium-4-yl)-s-triazolo[1,5-a]pyridine bromide), S(=O)(=O)(OC)OC (dimethyl sulphate). Run at temperature 150 celsius, time 30 minute. Product: COS(=O)(=O)[O-].[Br-].C[N+]=1C(=NN2C1C=CC=C2)C2=CC=[N+](C=C2)CC(=O)OCC (1-methyl-2-(1-ethoxycarbonylmethylpyridinium-4- yl)-s-triazolo[1,5-a]pyridinium bromide methyl sulphate). RXN SMILES: [Br-:1].[CH2:2]([O:4][C:5]([CH2:7][N+:8]1[CH:13]=[CH:12][C:11]([C:14]2[N:22]=[C:17]3[CH:18]=[CH:19][CH:20]=[CH:21][N:16]3[N:15]=2)=[CH:10][CH:9]=1)=[O:6])[CH3:3].[S:23]([O:28]C)([O:26][CH3:27])(=[O:25])=[O:24]>>[CH3:27][O:26][S:23]([O-:28])(=[O:25])=[O:24].[Br-:1].[CH3:27][N+:22]1[C:14]([C:11]2[CH:12]=[CH:13][N+:8]([CH2:7][C:5]([O:4][CH2:2][CH3:3])=[O:6])=[CH:9][CH:10]=2)=[N:15][N:16]2[CH:21]=[CH:20][CH:19]=[CH:18][C:17]=12 |f:0.1,3.4.5|. Procedure details: 2-(1-Ethoxycarbonylmethylpyridinium-4-yl)-s-triazolo[1,5-a]pyridine bromide (5.0 g), prepared as in Example 4 and dimethyl sulphate (5 ml) were mixed together, heated slowly to 150° C. and kept at that temperature for 30 minutes. The mixture was then cooled and triturated with isopropanol to give an off-white solid. Filtration, washing with ether and drying yielded 5.20 g of 1-methyl-2-(1-ethoxycarbonylmethylpyridinium-4- yl)-s-triazolo[1,5-a]pyridinium bromide methyl sulphate, m.p. 156°-158° C. Starting materials: C(C)(C)(C)C1=CC=C(C=C1)N1N=C(C(=C1O)C(C)=O)C (1-(1-(4-tert-butylphenyl)-5-hydroxy-3-methyl-1H-pyrazol-4-yl)-ethanone), OC=1C=C(C(=O)NN)C=C(C1)O (3,5-dihydroxybenzoic hydrazide). Yields the product C(C)(C)(C)C1=CC=C(C=C1)N1N=C(C(C1=O)=C(C)NNC(C1=CC(=CC(=C1)O)O)=O)C (3,5-dihydroxybenzoic N′-(1-(1-(4-tert-butylphenyl)-3-methyl-5-oxo-1,5-dihydropyrazol-4-ylidene)-ethyl)-hydrazide). RXN SMILES: [C:1]([C:5]1[CH:10]=[CH:9][C:8]([N:11]2[C:15]([OH:16])=[C:14]([C:17](=O)[CH3:18])[C:13]([CH3:20])=[N:12]2)=[CH:7][CH:6]=1)([CH3:4])([CH3:3])[CH3:2].[OH:21][C:22]1[CH:23]=[C:24]([CH:29]=[C:30]([OH:32])[CH:31]=1)[C:25]([NH:27][NH2:28])=[O:26]>>[C:1]([C:5]1[CH:10]=[CH:9][C:8]([N:11]2[C:15](=[O:16])[C:14](=[C:17]([NH:28][NH:27][C:25](=[O:26])[C:24]3[CH:23]=[C:22]([OH:21])[CH:31]=[C:30]([OH:32])[CH:29]=3)[CH3:18])[C:13]([CH3:20])=[N:12]2)=[CH:7][CH:6]=1)([CH3:4])([CH3:3])[CH3:2]. Procedure: From 1-(1-(4-tert-butylphenyl)-5-hydroxy-3-methyl-1H-pyrazol-4-yl)-ethanone and 3,5-dihydroxybenzoic hydrazide, 40.1 mg of the desired product was obtained in the same manner as in Synthetic Example 1 as a yellow solid (yield 40%). Starting materials: C1CCOC1, c1ccc(P(c2ccccc2)c2ccccc2)cc1, OC(Cc1ccccc1)c1nccs1, [N-]=[N+]=NP(=O)(c1ccccc1)c1ccccc1. The product is [N-]=[N+]=NC(Cc1ccccc1)c1nccs1. As a reaction SMILES: [O:51]1[CH2:52][CH2:53][CH2:54][CH2:55]1.[c:15]1([P:16]([c:17]2[cH:18][cH:19][cH:20][cH:21][cH:22]2)[c:23]2[cH:24][cH:25][cH:26][cH:27][cH:28]2)[cH:29][cH:30][cH:31][cH:32][cH:33]1.[c:1]1([CH2:7][CH:8]([OH:9])[c:10]2[s:11][cH:12][cH:13][n:14]2)[cH:2][cH:3][cH:4][cH:5][cH:6]1.[c:34]1([P:35]([c:36]2[cH:37][cH:38][cH:39][cH:40][cH:41]2)(=[O:42])[N:48]=[N+:49]=[N-:50])[cH:43][cH:44][cH:45][cH:46][cH:47]1>>[c:1]1([CH2:7][CH:8]([c:10]2[s:11][cH:12][cH:13][n:14]2)[N:48]=[N+:49]=[N-:50])[cH:2][cH:3][cH:4][cH:5][cH:6]1.